This data is from the Open Reaction Database (ORD), a public repository of structured organic reaction records. The task is: describe an organic reaction: reactants, conditions, products, and yield The reactants are C1CCC2=NCCCN2CC1, CCOC(=O)Nc1nc2cc(C)c(C)cc2nc1OC, COc1cccc(N2CCNCC2)c1, C1CCOC1. The product is COc1cccc(N2CCN(C(=O)Nc3nc4cc(C)c(C)cc4nc3OC)CC2)c1. As a reaction SMILES: [CH2:35]1[CH2:36][CH2:37][C:38]2=[N:43][CH2:42][CH2:41][CH2:40][N:39]2[CH2:44][CH2:45]1.[CH3:1][O:2][c:3]1[n:4][c:5]2[cH:6][c:7]([CH3:20])[c:8]([CH3:19])[cH:9][c:10]2[n:11][c:12]1[NH:13][C:14]([O:15][CH2:16][CH3:17])=[O:18].[CH3:21][O:22][c:23]1[cH:24][c:25]([N:29]2[CH2:30][CH2:31][NH:32][CH2:33][CH2:34]2)[cH:26][cH:27][cH:28]1.[O:46]1[CH2:47][CH2:48][CH2:49][CH2:50]1>>[CH3:1][O:2][c:3]1[n:4][c:5]2[cH:6][c:7]([CH3:20])[c:8]([CH3:19])[cH:9][c:10]2[n:11][c:12]1[NH:13][C:14](=[O:18])[N:32]1[CH2:31][CH2:30][N:29]([c:25]2[cH:24][c:23]([O:22][CH3:21])[cH:28][cH:27][cH:26]2)[CH2:34][CH2:33]1. Yields the product NS(=O)(=O)c1cc2cc(CBr)ccc2s1. Starting materials: BrB(Br)Br, ClCCl, COCc1ccc2sc(S(N)(=O)=O)cc2c1, O. As a reaction SMILES: [B:17]([Br:18])([Br:19])[Br:20].[CH2:22]([Cl:23])[Cl:24].[CH3:1][O:2][CH2:3][c:4]1[cH:5][c:6]2[c:7]([s:8][c:9]([S:11]([NH2:12])(=[O:13])=[O:14])[cH:10]2)[cH:15][cH:16]1.[OH2:21]>>[CH2:3]([c:4]1[cH:5][c:6]2[c:7]([s:8][c:9]([S:11]([NH2:12])(=[O:13])=[O:14])[cH:10]2)[cH:15][cH:16]1)[Br:18]. Starting materials: C(C1=CC=CC=C1)OC=1C=C(C=CC1[N+](=O)[O-])C=CN(C)C (N-[2-(3-benzyloxy-4-nitrophenyl)ethenyl]-N,N-dimethylamine), hydroxylamineorthosulfonic acid. The solvent is O (water). Product: C(C1=CC=CC=C1)OC=1C=C(C=CC1[N+](=O)[O-])CC#N ((3-benzyloxy-4-nitrophenyl)acetonitrile). Isolated yield 45.8%. Reaction SMILES: [CH2:1]([O:8][C:9]1[CH:10]=[C:11]([CH:18]=[CH:19][N:20](C)C)[CH:12]=[CH:13][C:14]=1[N+:15]([O-:17])=[O:16])[C:2]1[CH:7]=[CH:6][CH:5]=[CH:4][CH:3]=1>O>[CH2:1]([O:8][C:9]1[CH:10]=[C:11]([CH2:18][C:19]#[N:20])[CH:12]=[CH:13][C:14]=1[N+:15]([O-:17])=[O:16])[C:2]1[CH:3]=[CH:4][CH:5]=[CH:6][CH:7]=1. Procedure: 18.7 g of N-[2-(3-benzyloxy-4-nitrophenyl)ethenyl]-N,N-dimethylamine and 21.3 g of hydroxylamineorthosulfonic acid in 420 ml of water are stirred for 3 days at room temperature. The thus-separated solid product is chromatographed on silica gel with cyclohexane/acetic acid (1:1), thus obtaining 7.7 g of (3-benzyloxy-4-nitrophenyl)acetonitrile, mp 73°-85° C.